Dataset: the Open Reaction Database (ORD), a public repository of structured organic reaction records. Task: describe an organic reaction: reactants, conditions, products, and yield Starting materials: [C@@H]1(C[C@H](O)[C@@H](CO)O1)N1C(=O)NC(=O)C(C)=C1 (thymidine), C(C)N(CC)C1=NC=C2N=CNC2=N1 (Diethylamino-9H-purine), Purine nucleoside, F[C@H]1C[C@@H](O[C@@H]1CO)N1C(=O)NC(=O)C=C1 (2',3'-dideoxy-3'-fluorouridine), [N-]=[N+]=[N-].[K+] (potassium azide). Solvent: CO (MeOH), P(=O)([O-])([O-])[O-].[K+].[K+].[K+] (potassium phosphate). Reaction conditions: temperature 45 celsius, time 11 day. Yields the product F[C@H]1C[C@@H](O[C@@H]1CO)N1C2=NC=NC(=C2N=C1)N(CC)CC (9-(2,3-dideoxy-3-fluoro-β-D-erythro-pentofuranosyl)-6-diethylamino-9H-purine). The yield is 46.0%. Reaction SMILES: C(N([C:6]1[N:14]=[C:13]2[C:9]([N:10]=[CH:11][NH:12]2)=[CH:8][N:7]=1)CC)C.[F:15][C@@H:16]1[C@@H:20]([CH2:21][OH:22])[O:19][C@@H:18](N2C=CC(=O)NC2=O)[CH2:17]1.[N-]=[N+]=[N-].[K+].[C@@H:35]1([N:43]2[CH:51]=[C:49](C)C(=O)NC2=O)O[C@H](CO)[C@@H](O)[CH2:36]1>P([O-])([O-])([O-])=O.[K+].[K+].[K+].CO>[F:15][C@@H:16]1[C@@H:20]([CH2:21][OH:22])[O:19][C@@H:18]([N:12]2[CH:11]=[N:10][C:9]3[C:13]2=[N:14][CH:6]=[N:7][C:8]=3[N:43]([CH2:51][CH3:49])[CH2:35][CH3:36])[CH2:17]1 |f:2.3,5.6.7.8|. Reported procedure: 6 Diethylamino-9H-purine (0.50 g, 2.6 mmoles) and 2',3'-dideoxy-3'-fluorouridine (0.72 g, 3.2 mmoles) were suspended in 50 ml, 10 mM potassium phosphate buffer, pH 7.0, containing 0.04% potassium azide. Purine nucleoside phosphorylase (1120 I.U.) and thymidine phosphorylase (10,000 I.U.) (Krenitsky et al., Biochemistry, 20, 3615 (1981) and U.S. Pat. No. 4,381,344) immobilized on DEAE cellulose was added to the reaction and the suspension was stirred at 45° C. After 11 days, 150 ml MeOH was added...